Dataset: the Open Reaction Database (ORD), a public repository of structured organic reaction records. Task: describe an organic reaction: reactants, conditions, products, and yield Starting materials: NCC(=O)OCc1ccccc1, CCN=C=NCCCN(C)C, CC#N, Cl, [Li+], O, CCC(O)C(=O)[O-], On1nnc2ccccc21, Cc1ccc(S(=O)(=O)O)cc1. The product is CCC(O)C(=O)NCC(=O)OCc1ccccc1. RXN SMILES: [CH2:20]([c:21]1[cH:22][cH:23][cH:24][cH:25][cH:26]1)[O:27][C:28]([CH2:29][NH2:30])=[O:31].[CH3:44][N:45]([CH3:46])[CH2:47][CH2:48][CH2:49][N:50]=[C:51]=[N:52][CH2:53][CH3:54].[CH3:55][C:56]#[N:57].[ClH:43].[Li+:8].[OH2:32].[OH:1][CH:2]([C:3](=[O:4])[O-:5])[CH2:6][CH3:7].[OH:33][n:34]1[c:35]2[cH:36][cH:37][cH:38][cH:39][c:40]2[n:41][n:42]1.[c:9]1([CH3:10])[cH:11][cH:12][c:13]([S:14]([OH:15])(=[O:16])=[O:17])[cH:18][cH:19]1>>[OH:1][CH:2]([C:3](=[O:4])[NH:30][CH2:29][C:28]([O:27][CH2:20][c:21]1[cH:22][cH:23][cH:24][cH:25][cH:26]1)=[O:31])[CH2:6][CH3:7]. The reactants are BrCCc1ccccc1, COc1ccc(N2CCNCC2)c(C#N)c1, COc1ccc(N2CCNCC2)cc1, CS(=O)(=O)OCCCC1CCCCC1, CN(C)C=O, Cl, Cl, C1CCOC1. The product is COc1ccc(N2CCN(CCCC3CCCCC3)CC2)c(C#N)c1. Reaction SMILES: [Br:17][CH2:18][CH2:19][c:20]1[cH:21][cH:22][cH:23][cH:24][cH:25]1.[CH3:26][O:27][c:28]1[cH:29][cH:30][c:31]([N:36]2[CH2:37][CH2:38][NH:39][CH2:40][CH2:41]2)[c:32]([C:33]#[N:34])[cH:35]1.[CH3:3][O:4][c:5]1[cH:6][cH:7][c:8]([N:9]2[CH2:10][CH2:11][NH:12][CH2:13][CH2:14]2)[cH:15][cH:16]1.[CH3:42][S:43]([O:44][CH2:47][CH2:48][CH2:49][CH:50]1[CH2:51][CH2:52][CH2:53][CH2:54][CH2:55]1)(=[O:45])=[O:46].[CH3:56][N:57]([CH3:58])[CH:59]=[O:60].[ClH:1].[ClH:2].[O:61]1[CH2:62][CH2:63][CH2:64][CH2:65]1>>[CH3:26][O:27][c:28]1[cH:29][cH:30][c:31]([N:36]2[CH2:37][CH2:38][N:39]([CH2:47][CH2:48][CH2:49][CH:50]3[CH2:51][CH2:52][CH2:53][CH2:54][CH2:55]3)[CH2:40][CH2:41]2)[c:32]([C:33]#[N:34])[cH:35]1. Starting materials: C(C1=CC=CC=C1)OC1=CC=C(CN2C(=NC(=C2CO)Cl)CCCC)C=C1 (1-(4-benzyloxybenzyl)-2-butyl-4-chloro-5-hydroxymethylimidazole). Reagents/catalysts: [Pd] (palladium/carbon). The solvent is O1CCCC1 (tetrahydrofuran). Reaction conditions: time 6 hour. Product: OC1=CC=C(CN2C(=NC(=C2CO)Cl)CCCC)C=C1 (1-(4-hydroxybenzyl)-2-butyl-4-chloro-5-hydroxymethylimidazole). Isolated yield 41.8%. RXN SMILES: C([O:8][C:9]1[CH:27]=[CH:26][C:12]([CH2:13][N:14]2[C:18]([CH2:19][OH:20])=[C:17]([Cl:21])[N:16]=[C:15]2[CH2:22][CH2:23][CH2:24][CH3:25])=[CH:11][CH:10]=1)C1C=CC=CC=1>[Pd].O1CCCC1>[OH:8][C:9]1[CH:10]=[CH:11][C:12]([CH2:13][N:14]2[C:18]([CH2:19][OH:20])=[C:17]([Cl:21])[N:16]=[C:15]2[CH2:22][CH2:23][CH2:24][CH3:25])=[CH:26][CH:27]=1. Reported procedure: A mixture of 0.50 g of 1-(4-benzyloxybenzyl)-2-butyl-4-chloro-5-hydroxymethylimidazole, 0.50 g of 10% palladium/carbon and 40 mL of tetrahydrofuran was stirred at room temperature under hydrogen gas (1 atm.) for 6 hours. The mixture was filtered through Celite® under nitrogen, and the resulting solution was concentrated in vacuo. The crude product was extracted with hot chloroform. After cooling, the chloroform mixture was concentrated in vacuo, and the resulting solid was washed with hexane to ... Reactants: FC(C1=C(CN2CCC(CC2)C=O)C=CC(=C1)C(F)(F)F)(F)F (1-[2,4-bis(trifluoromethyl)benzyl]piperidine-4-carbaldehyde), O=C1SCC(=N1)NCC(=O)N (N2-(2-oxo-2,5-dihydro-1,3-thiazol-4-yl)glycinamide), C(C)(=O)[O-].[NH2+]1CCCCC1 (piperidinium acetate). Run in CC(C)O (2-propanol). Conditions: temperature 80 celsius, time 3 hour. Yields the product FC(C1=C(CN2CCC(CC2)\C=C/2\C(=NC(S2)=O)NCC(=O)N)C=CC(=C1)C(F)(F)F)(F)F (N2-[(5Z)-5-({1-[2,4-bis(trifluoromethyl)benzyl]piperidin-4-yl}methylidene)-2-oxo-2,5-dihydro-1,3-thiazol-4-yl]glycinamide). Isolated yield 32.3%. RXN SMILES: [F:1][C:2]([F:23])([F:22])[C:3]1[CH:17]=[C:16]([C:18]([F:21])([F:20])[F:19])[CH:15]=[CH:14][C:4]=1[CH2:5][N:6]1[CH2:11][CH2:10][CH:9]([CH:12]=O)[CH2:8][CH2:7]1.[O:24]=[C:25]1[N:29]=[C:28]([NH:30][CH2:31][C:32]([NH2:34])=[O:33])[CH2:27][S:26]1.C([O-])(=O)C.[NH2+]1CCCCC1>CC(O)C>[F:23][C:2]([F:1])([F:22])[C:3]1[CH:17]=[C:16]([C:18]([F:21])([F:20])[F:19])[CH:15]=[CH:14][C:4]=1[CH2:5][N:6]1[CH2:11][CH2:10][CH:9](/[CH:12]=[C:27]2/[C:28]([NH:30][CH2:31][C:32]([NH2:34])=[O:33])=[N:29][C:25](=[O:24])[S:26]/2)[CH2:8][CH2:7]1 |f:2.3|. Reported procedure: To a solution of 1-[2,4-bis(trifluoromethyl)benzyl]piperidine-4-carbaldehyde (1.5 g) in 2-propanol (15 mL) were added N2-(2-oxo-2,5-dihydro-1,3-thiazol-4-yl)glycinamide (0.65 g) and piperidinium acetate (0.64 g). The reaction mixture was stirred at 80° C. for 3 hr and concentrated. Water was added to the residue, and the mixture was extracted with ethyl acetate. The extract was washed with saturated brine, and dried over anhydrous magnesium sulfate, and the solvent was evaporated under reduced p... Reactants: C(C)O[Si](OCC)(OCC)C[Si](OCC)(OCC)OCC (bis(triethoxysilyl)methane), C(C)O[Si](OCC)(OCC)C[Si](OCC)(OCC)OCC (BTM), C(C)(C)(C)[Li] (t-butyllithium). Run at temperature -78 celsius, time 30 minute. The product is C(C)O[Si](OCC)(OCC)C([Si](OCC)(OCC)OCC)[Li] ([bis(triethoxysilyl)methyl]lithium). As a reaction SMILES: [CH2:1]([O:3][Si:4]([CH2:11][Si:12]([O:19][CH2:20][CH3:21])([O:16][CH2:17][CH3:18])[O:13][CH2:14][CH3:15])([O:8][CH2:9][CH3:10])[O:5][CH2:6][CH3:7])[CH3:2].C([Li:26])(C)(C)C>>[CH2:17]([O:16][Si:12]([CH:11]([Li:26])[Si:4]([O:8][CH2:9][CH3:10])([O:5][CH2:6][CH3:7])[O:3][CH2:1][CH3:2])([O:19][CH2:20][CH3:21])[O:13][CH2:14][CH3:15])[CH3:18]. Reported procedure: A commercially available bis(triethoxysilyl)methane (BTM) was lithiated by the following procedure. To 300 mL of freshly distilled dry tetrahydrofuran (THF) in a 3-neck flask attached to a bubbler was added 3.07 g (9.00 mmol) BTM and the solution was flushed for 5 minutes with nitrogen that had been passed through a drying column packed with CaCl2 and Drierite. The solution was cooled down to −78° C. and then 5.2 mL, 1.7 M (9 mmol) of t-butyllithium was added dropwise over 10 minutes. The soluti... The reactants are N([C@@H]([C@@H](C)CC)C(=O)O)C(=O)OCC1=CC=CC=C1.CCCCC(C(CC[C@H]1[C@@H](CC(=O)[C@@H]1CCCCCCC(=O)O)O)O)(F)F.C1CCC(CC1)NC2CCCCC2 (Z-Ile-OH dicyclohexylammonium salt), C(CC(O)(C(=O)O)CC(=O)O)(=O)O (citric acid). The solvent is C(C)(=O)OCC (ethyl acetate). Yields the product N([C@@H]([C@@H](C)CC)C(=O)NCC(=O)OC)C(=O)OCC1=CC=CC=C1 (Z-Ile-Gly-OMe). RXN SMILES: [NH:1]([C:10]([O:12][CH2:13][C:14]1[CH:19]=[CH:18][CH:17]=[CH:16][CH:15]=1)=[O:11])[C@H:2]([C:7]([OH:9])=O)[C@H:3]([CH2:5][CH3:6])[CH3:4].CCCCC(F)(F)C(O)CC[C@@H]1[C@@H](CCCCCCC(O)=O)[C:31](=[O:32])C[C@H]1O.C1CC[CH:50]([NH:53]C2CCCCC2)[CH2:49]C1.C(O)(=O)CC(CC(O)=O)(C(O)=O)[OH:63]>C(OCC)(=O)C>[NH:1]([C:10]([O:12][CH2:13][C:14]1[CH:19]=[CH:18][CH:17]=[CH:16][CH:15]=1)=[O:11])[C@H:2]([C:7]([NH:53][CH2:50][C:49]([O:32][CH3:31])=[O:63])=[O:9])[C@H:3]([CH2:5][CH3:6])[CH3:4] |f:0.1.2|. Reported procedure: 2.23 g of Z-Ile-OH-dicyclohexylammonium salt are suspended in ethyl acetate and acidified with 0.2 M citric acid. The resulting ethyl acetate solution is washed until neutral, dried and evaporated to dryness. The residue is dissolved in 15 ml of acetonitrile, and 750 mg of H-Gly-OMe.HCl are added to the solution followed at 0°C, with stirring, by 0.84 ml of triethylamine. After 10 minutes 1.24 g of dicyclohexylcarbodiimide are added and the mixture is stirred overnight at 0°C. The precipitate is... Reactants: O=C([O-])[O-], COCOc1ccc(I)nc1Cc1ccccc1, CC1CN2OCOC1(C)C2=O, CN1CCCC1=O, CCOC(C)=O, I[Cu]I, [K+], [K+], N. Product: COCOc1ccc(N2CC3(C)OCOC3(C)C2=O)nc1Cc1ccccc1. As a reaction SMILES: [C:30](=[O:31])([O-:32])[O-:33].[CH2:1]([c:2]1[cH:3][cH:4][cH:5][cH:6][cH:7]1)[c:8]1[n:9][c:10]([I:18])[cH:11][cH:12][c:13]1[O:14][CH2:15][O:16][CH3:17].[CH3:19][C:20]12[C:21](=[O:29])[N:22]([CH2:23][CH:24]1[CH3:25])[O:26][CH2:27][O:28]2.[CH3:37][N:38]1[CH2:39][CH2:40][CH2:41][C:42]1=[O:43].[CH3:47][CH2:48][O:49][C:50](=[O:51])[CH3:52].[Cu:44]([I:45])[I:46].[K+:34].[K+:35].[NH3:36]>>[CH2:1]([c:2]1[cH:3][cH:4][cH:5][cH:6][cH:7]1)[c:8]1[n:9][c:10]([N:22]2[C:21](=[O:29])[C:20]3([CH3:19])[C:24]([CH3:25])([CH2:23]2)[O:26][CH2:27][O:28]3)[cH:11][cH:12][c:13]1[O:14][CH2:15][O:16][CH3:17]. Reactants: Cc1cc2c(cc1C(=O)N1Cc3ccccc3C1)[nH]c(=O)c1nnc(C3CCCC3OCc3ccccc3)n12, CCO. Product: Cc1cc2c(cc1C(=O)N1Cc3ccccc3C1)[nH]c(=O)c1nnc(C3CCCC3O)n12. As a reaction SMILES: [CH2:1]([c:2]1[cH:3][cH:4][cH:5][cH:6][cH:7]1)[O:8][CH:9]1[CH:10]([c:14]2[n:15][n:16][c:17]3[n:18]2[c:19]2[cH:20][c:21]([CH3:39])[c:22]([C:28](=[O:29])[N:30]4[CH2:31][c:32]5[cH:33][cH:34][cH:35][cH:36][c:37]5[CH2:38]4)[cH:23][c:24]2[nH:25][c:26]3=[O:27])[CH2:11][CH2:12][CH2:13]1.[CH3:40][CH2:41][OH:42]>>[OH:8][CH:9]1[CH:10]([c:14]2[n:15][n:16][c:17]3[n:18]2[c:19]2[cH:20][c:21]([CH3:39])[c:22]([C:28](=[O:29])[N:30]4[CH2:31][c:32]5[cH:33][cH:34][cH:35][cH:36][c:37]5[CH2:38]4)[cH:23][c:24]2[nH:25][c:26]3=[O:27])[CH2:11][CH2:12][CH2:13]1. Starting materials: CCCCC(CC)CBr, OCCCCCCCCCCO, [K+], [OH-], Cc1ccccc1C. Product: CCCCC(CC)COCCCCCCCCCCO. Reaction SMILES: [CH2:15]([CH3:16])[CH:17]([CH2:18][Br:19])[CH2:20][CH2:21][CH2:22][CH3:23].[CH2:1]([CH2:2][CH2:3][CH2:4][CH2:5][CH2:6][CH2:7][CH2:8][CH2:9][CH2:10][OH:11])[OH:12].[K+:14].[OH-:13].[c:24]1([CH3:25])[c:26]([CH3:27])[cH:28][cH:29][cH:30][cH:31]1>>[CH2:1]([CH2:2][CH2:3][CH2:4][CH2:5][CH2:6][CH2:7][CH2:8][CH2:9][CH2:10][OH:11])[O:12][CH2:18][CH:17]([CH2:15][CH3:16])[CH2:20][CH2:21][CH2:22][CH3:23].